Dataset: the Open Reaction Database (ORD), a public repository of structured organic reaction records. Task: describe an organic reaction: reactants, conditions, products, and yield The reactants are [I-].CSC=1SC[C@H]2[N+]1CC=1C=CC=CC1C2 ((S)-3-methylthio-1,5,10,10a-tetrahydrothiazolo[3,4-b]isoquinolinium iodide), NC=1SC(=NN1)C(C)(C)C (2-amino-5-tert.-butyl-1,3,4-thiadiazole). Yields the product C(C)(C)(C)C1=NN=C(S1)N=C1SC[C@H]2N1CC=1C=CC=CC1C2 ((S)-3-[(5-tert.-butyl-1,3,4-thiadiazol-2-yl)imino]-1,5,10,10a-tetrahydrothiazolo[3,4-b]isoquinoline). The yield is 40.6%. RXN SMILES: [I-].CS[C:4]1[S:5][CH2:6][C@@H:7]2[CH2:16][C:15]3[CH:14]=[CH:13][CH:12]=[CH:11][C:10]=3[CH2:9][N+:8]=12.[NH2:17][C:18]1[S:19][C:20]([C:23]([CH3:26])([CH3:25])[CH3:24])=[N:21][N:22]=1>>[C:23]([C:20]1[S:19][C:18]([N:17]=[C:4]2[N:8]3[CH2:9][C:10]4[CH:11]=[CH:12][CH:13]=[CH:14][C:15]=4[CH2:16][C@H:7]3[CH2:6][S:5]2)=[N:22][N:21]=1)([CH3:26])([CH3:25])[CH3:24] |f:0.1|. Procedure: By following the procedure of Example 2, but using (S)-3-methylthio-1,5,10,10a-tetrahydrothiazolo[3,4-b]isoquinolinium iodide (18.2 g) and 2-amino-5-tert.-butyl-1,3,4-thiadiazole (15.7 g) as the starting materials, (S)-3-[(5-tert.-butyl-1,3,4-thiadiazol-2-yl)imino]-1,5,10,10a-tetrahydrothiazolo[3,4-b]isoquinoline (7.0 g) is obtained in the form of white crystals, m.p.=137° C. Starting materials: N(=O)[O-].[Na+] (sodium nitrite), O.O.[Sn](Cl)Cl (tin (II) chloride dihydrate), NC1=CC=C(C(=O)OCC)C=C1 (ethyl 4-aminobenzoate). Solvent: O (water), Cl (hydrochloric acid), Cl (hydrochloric acid). Conditions: temperature -13 celsius. Product: Cl.C(=O)(OCC)C1=CC=C(C=C1)NN (4-Carbethoxyphenylhydrazine Hydrochloride). Yield: 20142.8%. As a reaction SMILES: [NH2:1][C:2]1[CH:12]=[CH:11][C:5]([C:6]([O:8][CH2:9][CH3:10])=[O:7])=[CH:4][CH:3]=1.[N:13]([O-])=O.[Na+].O.O.[Sn](Cl)[Cl:20]>Cl.O>[ClH:20].[C:6]([C:5]1[CH:4]=[CH:3][C:2]([NH:1][NH2:13])=[CH:12][CH:11]=1)([O:8][CH2:9][CH3:10])=[O:7] |f:1.2,3.4.5,8.9|. Procedure: To a cooled (-13° C.) and stirred suspension of ethyl 4-aminobenzoate (100 g, 605.3 mmol) in concentrated hydrochloric acid (780 ml) was added dropwise a solution of sodium nitrite (43.9 g, 635.9 mmol) in water (312 ml) at such a rate as to keep the temperature below -4° C. (ca 50 minutes). After being stirred for further 10 minutes at -5° C., the mixture was quickly filtered to remove solids and the clear yellow filtrate was added portionwise to a cooled (-20° C.) and stirred solution of tin (I... Reactants: BrCCCNC(CC(=O)C)=O (N-(3-bromopropyl)acetoacetamide), C1NCCC2=CC=CC=C12 (1,2,3,4-tetrahydroisoquinoline), C(=O)([O-])[O-].[K+].[K+] (K2CO3). Run in CC(=O)C (acetone). Run at time 14 hour. The product is C1N(CCC2=CC=CC=C12)CCCNC(CC(=O)C)=O (N-[3-(1,2,3,4-Tetrahydroisoquinolin-2-yl)propyl]acetoacetamide). As a reaction SMILES: Br[CH2:2][CH2:3][CH2:4][NH:5][C:6](=[O:11])[CH2:7][C:8]([CH3:10])=[O:9].[CH2:12]1[C:21]2[C:16](=[CH:17][CH:18]=[CH:19][CH:20]=2)[CH2:15][CH2:14][NH:13]1.C([O-])([O-])=O.[K+].[K+]>CC(C)=O>[CH2:12]1[C:21]2[C:16](=[CH:17][CH:18]=[CH:19][CH:20]=2)[CH2:15][CH2:14][N:13]1[CH2:2][CH2:3][CH2:4][NH:5][C:6](=[O:11])[CH2:7][C:8]([CH3:10])=[O:9] |f:2.3.4|. Procedure: A suspension of N-(3-bromopropyl)acetoacetamide (4.50 g, 20.3 mmol, 1.00 equiv), 1,2,3,4-tetrahydroisoquinoline (3.30 mL, 26.3 mmol, 1.30 equiv), K2CO3 (3.64 g, 26.3 mmol, 1.30 equiv), and KI (330 mg, 1.99 mmol, 0.10 equiv) in acetone (60 mL) was stirred at ref lux for 14 hours. The mixture was cooled to room temperature, filtered, and concentrated. The residue was purified by flash chromatography (SiO2, MeOH—EtOAc 0:1 to 1:9) to give 1.78 g (43%) of light yellow oil, which was characterized spe... Starting materials: CC(=O)O, COC(=O)CNc1cccc(CF)c1, O=N[O-], NCC(=O)O, [Na+], O, [Zn]. Yields the product COC(=O)CN(N)c1cccc(CF)c1. As a reaction SMILES: [CH3:24][C:25](=[O:26])[OH:27].[CH3:6][O:7][C:8]([CH2:9][NH:10][c:11]1[cH:12][c:13]([CH2:17][F:18])[cH:14][cH:15][cH:16]1)=[O:19].[N:20]([O-:21])=[O:22].[NH2:1][CH2:2][C:3](=[O:4])[OH:5].[Na+:23].[OH2:28].[Zn:29]>>[NH2:1][N:10]([CH2:9][C:8]([O:7][CH3:6])=[O:19])[c:11]1[cH:12][c:13]([CH2:17][F:18])[cH:14][cH:15][cH:16]1. RXN SMILES: [Br:1][c:2]1[cH:3][cH:4][c:5]([F:18])[c:6]([C:8]2([CH3:17])[NH:9][C:10](=[O:16])[CH2:11][O:12][C:13]2([CH3:14])[CH3:15])[cH:7]1.[C:19]([P:20]([C:21]([CH3:22])([CH3:23])[CH3:24])[c:25]1[cH:26][cH:27][cH:28][cH:29][c:30]1-[c:31]1[c:32]([CH:33]([CH3:34])[CH3:35])[cH:36][c:37]([CH:38]([CH3:39])[CH3:40])[cH:41][c:42]1[CH:43]([CH3:44])[CH3:45])([CH3:46])([CH3:47])[CH3:48].[C:49]([c:50]1[cH:51][cH:52][cH:53][cH:54][cH:55]1)([c:56]1[cH:57][cH:58][cH:59][cH:60][cH:61]1)=[NH:62].[CH3:63][c:64]1[cH:65][cH:66][cH:67][cH:68][cH:69]1.[CH:112](=[CH:113][C:114]([CH:115]=[CH:116][c:117]1[cH:118][cH:119][cH:120][cH:121][cH:122]1)=[O:123])[c:124]1[cH:125][cH:126][cH:127][cH:128][cH:129]1.[CH:70]([Cl:71])([Cl:72])[Cl:73].[CH:76](=[CH:77][C:78]([CH:79]=[CH:80][c:81]1[cH:82][cH:83][cH:84][cH:85][cH:86]1)=[O:87])[c:88]1[cH:89][cH:90][cH:91][cH:92][cH:93]1.[CH:94](=[CH:95][C:96]([CH:97]=[CH:98][c:99]1[cH:100][cH:101][cH:102][cH:103][cH:104]1)=[O:105])[c:106]1[cH:107][cH:108][cH:109][cH:110][cH:111]1.[Pd:74].[Pd:75]>>[c:2]1([N:62]=[C:49]([c:50]2[cH:51][cH:52][cH:53][cH:54][cH:55]2)[c:56]2[cH:57][cH:58][cH:59][cH:60][cH:61]2)[cH:3][cH:4][c:5]([F:18])[c:6]([C:8]2([CH3:17])[NH:9][C:10](=[O:16])[CH2:11][O:12][C:13]2([CH3:14])[CH3:15])[cH:7]1. Yields the product CC1(C)OCC(=O)NC1(C)c1cc(N=C(c2ccccc2)c2ccccc2)ccc1F. The reactants are CC1(C)OCC(=O)NC1(C)c1cc(Br)ccc1F, CC(C)c1cc(C(C)C)c(-c2ccccc2P(C(C)(C)C)C(C)(C)C)c(C(C)C)c1, N=C(c1ccccc1)c1ccccc1, Cc1ccccc1, O=C(C=Cc1ccccc1)C=Cc1ccccc1, ClC(Cl)Cl, O=C(C=Cc1ccccc1)C=Cc1ccccc1, O=C(C=Cc1ccccc1)C=Cc1ccccc1, [Pd], [Pd]. Reactants: C(=O)(O)[C@@H](O)[C@H](O)C(=O)O.NC1C(N(C2=C(C=CC=C2C1)N1C(CCC1)=O)CC1=CSC=C1)=O (3-Amino-8-(2-oxopyrrolidin-1-yl)-1-(thiophen-3-ylmethyl)-3,4-dihydroquinolin-2(1H)-one D-(−)-tartrate). Solvent: C(Cl)(Cl)Cl (chloroform). Yields the product NC1C(N(C2=C(C=CC=C2C1)N1C(CCC1)=O)CC1=CSC=C1)=O ((−)-3-amino-8-(2-oxopyrrolidin-1-yl)-1-(thiophen-3-ylmethyl)-3,4-dihydroquinolin-2(1H)-one). Isolated yield 86.7%. RXN SMILES: C([C@H]([C@@H](C(O)=O)O)O)(O)=O.[NH2:11][CH:12]1[CH2:21][C:20]2[C:15](=[C:16]([N:22]3[CH2:26][CH2:25][CH2:24][C:23]3=[O:27])[CH:17]=[CH:18][CH:19]=2)[N:14]([CH2:28][C:29]2[CH:33]=[CH:32][S:31][CH:30]=2)[C:13]1=[O:34]>C(Cl)(Cl)Cl>[NH2:11][CH:12]1[CH2:21][C:20]2[C:15](=[C:16]([N:22]3[CH2:26][CH2:25][CH2:24][C:23]3=[O:27])[CH:17]=[CH:18][CH:19]=2)[N:14]([CH2:28][C:29]2[CH:33]=[CH:32][S:31][CH:30]=2)[C:13]1=[O:34] |f:0.1|. Reported procedure: 3-Amino-8-(2-oxopyrrolidin-1-yl)-1-(thiophen-3-ylmethyl)-3,4-dihydroquinolin-2(1H)-one D-(−)-tartrate (254 g) was suspended in chloroform (1.3 L), and the suspension was extracted with saturated aqueous sodium bicarbonate solution (1.3 L). The organic layers were combined, and the combined organic layer was dried over sodium sulfate. The solvent was evaporated, and ethyl acetate was added to the thus-recovered residue. The precipitates were recovered through filtration and dried, whereby the tit... The reactants are ester, C(C)OC(CC12C(CCCC2C1)=O)=O (2-oxobicyclo[4.1.0]heptane-1-acetic acid ethyl ester), N1C=CC2=CC=CC=C12 (indole), C(C)C1=C(C=CC=C1)NN (2-ethylphenylhydrazine). The product is C(C)C=1C=CC=C2C=3CCC4C(C3NC12)(C4)CC(=O)O (7-Ethyl-1,1a,2,3,8,8b-hexahydrocyclopropa[a]-carbazole-8b-acetic Acid). As a reaction SMILES: C([O:3][C:4](=[O:14])[CH2:5][C:6]12[CH2:12][CH:11]1[CH2:10][CH2:9][CH2:8][C:7]2=O)C.[NH:15]1[C:23]2[C:18](=[CH:19][CH:20]=[CH:21][CH:22]=2)[CH:17]=[CH:16]1.C(C1C=CC=CC=1NN)C>>[CH2:17]([C:18]1[CH:19]=[CH:20][CH:21]=[C:22]2[C:23]=1[NH:15][C:7]1[C:6]3([CH2:5][C:4]([OH:3])=[O:14])[CH2:12][CH:11]3[CH2:10][CH2:9][C:8]2=1)[CH3:16]. Reported procedure: The title compound was prepared from 2-oxobicyclo[4.1.0]heptane-1-acetic acid ethyl ester by a Fisher indole reaction with 2-ethylphenylhydrazine followed by ester hydrolysis as described in Example 1, Step 6, m.p. 154°-156° C. (foams). Reactants: C(C)N1C(CC1SC1=CC=C(C=C1)C)=O (ethyl-4-p-methylphenylthio-2-azetidinone), C(C)(=O)O (acetic acid). The reagents and catalysts are O.C(C)(=O)[O-].[Cu+2].C(C)(=O)[O-] (copper (II) acetate monohydrate). The solvent is CCOCC (ether). Run at temperature 110 celsius. Product: C(C)N1C(CC1OC(C)=O)=O (ethyl- 4-acetoxy-2-azetidinone). Yield: 77.6%. RXN SMILES: [CH2:1]([N:3]1[CH:6](SC2C=CC(C)=CC=2)[CH2:5][C:4]1=[O:15])[CH3:2].[C:16]([OH:19])(=[O:18])[CH3:17]>CCOCC.O.C([O-])(=O)C.[Cu+2].C([O-])(=O)C>[CH2:1]([N:3]1[CH:6]([O:18][C:16](=[O:19])[CH3:17])[CH2:5][C:4]1=[O:15])[CH3:2] |f:3.4.5.6|. Procedure details: A mixture of 351 mg (1 mmol) of (1'R, 3S, 4R)-3-(1'-tert-butyldimethylsililoxy)ethyl-4-p-methylphenylthio-2-azetidinone and 100 mg (0.5 mmol) of copper (II) acetate monohydrate in 2 ml of acetic acid was heated at 110° C. for 5 minutes with stirring. The reaction mixture was diluted with ether and the insoluble materials were filtered off. The filtrate was washed with saturated sodium bicarbonate solution and then water, dried, and concentrated to produce 223 mg (yield: 77.6%) of the title compo... Starting materials: COc1c(Br)cc(C#Cc2ccncc2)c2c1OC1(CCCC1)C2, [Li]CCCC, C1CCOC1, CCCCCC, Cl, O. Product: COc1ccc(C#Cc2ccncc2)c2c1OC1(CCCC1)C2. As a reaction SMILES: [Br:1][c:2]1[c:3]([O:23][CH3:24])[c:4]2[c:5]([c:13]([C:15]#[C:16][c:17]3[cH:18][cH:19][n:20][cH:21][cH:22]3)[cH:14]1)[CH2:6][C:7]1([O:8]2)[CH2:9][CH2:10][CH2:11][CH2:12]1.[CH2:25]([Li:26])[CH2:27][CH2:28][CH3:29].[CH2:32]1[O:33][CH2:34][CH2:35][CH2:36]1.[CH3:37][CH2:38][CH2:39][CH2:40][CH2:41][CH3:42].[ClH:30].[OH2:31]>>[cH:2]1[c:3]([O:23][CH3:24])[c:4]2[c:5]([c:13]([C:15]#[C:16][c:17]3[cH:18][cH:19][n:20][cH:21][cH:22]3)[cH:14]1)[CH2:6][C:7]1([O:8]2)[CH2:9][CH2:10][CH2:11][CH2:12]1. Starting materials: CCOCC(O)c1cccc(-c2ccc(C#N)cc2)n1, ClCCl, CC(C)OC(=O)N=NC(=O)OC(C)C, CCOC(=O)COc1ccc(O)cc1C, c1ccc(P(c2ccccc2)c2ccccc2)cc1. Yields the product CCOCC(Oc1ccc(OCC(=O)OCC)c(C)c1)c1cccc(-c2ccc(C#N)cc2)n1. RXN SMILES: [CH2:16]([CH3:17])[O:18][CH2:19][CH:20]([OH:21])[c:22]1[cH:23][cH:24][cH:25][c:26](-[c:28]2[cH:29][cH:30][c:31]([C:32]#[N:33])[cH:34][cH:35]2)[n:27]1.[Cl:69][CH2:70][Cl:71].[O:55]=[C:56]([O:57][CH:58]([CH3:59])[CH3:60])[N:61]=[N:62][C:63]([O:64][CH:65]([CH3:66])[CH3:67])=[O:68].[OH:1][c:2]1[cH:3][c:4]([CH3:15])[c:5]([O:8][CH2:9][C:10](=[O:11])[O:12][CH2:13][CH3:14])[cH:6][cH:7]1.[c:36]1([P:37]([c:38]2[cH:39][cH:40][cH:41][cH:42][cH:43]2)[c:44]2[cH:45][cH:46][cH:47][cH:48][cH:49]2)[cH:50][cH:51][cH:52][cH:53][cH:54]1>>[O:1]([c:2]1[cH:3][c:4]([CH3:15])[c:5]([O:8][CH2:9][C:10](=[O:11])[O:12][CH2:13][CH3:14])[cH:6][cH:7]1)[CH:20]([CH2:19][O:18][CH2:16][CH3:17])[c:22]1[cH:23][cH:24][cH:25][c:26](-[c:28]2[cH:29][cH:30][c:31]([C:32]#[N:33])[cH:34][cH:35]2)[n:27]1.